From a dataset of the Open Reaction Database (ORD), a public repository of structured organic reaction records. describe an organic reaction: reactants, conditions, products, and yield Starting materials: C(C)O (ethanol), solution, Cl (hydrogen chloride), COC=1C=C(C=CC1)CCC1=C(OC[C@@H]2N(CCC2)C)C=CC=C1 ((R)-2-{2-[2-(3-methoxyphenyl)ethyl]phenoxymethyl}-1-methylpyrrolidine). The solvent is O1CCOCC1 (dioxane), O1CCOCC1 (dioxane). The product is Cl.COC=1C=C(C=CC1)CCC1=C(OC[C@@H]2N(CCC2)C)C=CC=C1 ((R)-2-{2-[2-(3-Methoxyphenyl)ethyl]phenoxymethyl}-1-methylpyrrolidine hydrochloride). Isolated yield 82.0%. RXN SMILES: [ClH:1].[CH3:2][O:3][C:4]1[CH:5]=[C:6]([CH2:10][CH2:11][C:12]2[CH:25]=[CH:24][CH:23]=[CH:22][C:13]=2[O:14][CH2:15][C@H:16]2[CH2:20][CH2:19][CH2:18][N:17]2[CH3:21])[CH:7]=[CH:8][CH:9]=1.C(O)C>O1CCOCC1>[ClH:1].[CH3:2][O:3][C:4]1[CH:5]=[C:6]([CH2:10][CH2:11][C:12]2[CH:25]=[CH:24][CH:23]=[CH:22][C:13]=2[O:14][CH2:15][C@H:16]2[CH2:20][CH2:19][CH2:18][N:17]2[CH3:21])[CH:7]=[CH:8][CH:9]=1 |f:4.5|. Reported procedure: 0.7 ml of a 4N solution of hydrogen chloride in dioxane was added to a solution of 750 mg of (R)-2-{2-[2-(3-methoxyphenyl)ethyl]phenoxymethyl}-1-methylpyrrolidine [prepared as described in step (a) above] in a suitable amount of dioxane, and the resulting mixture was concentrated by evaporation under reduced pressure. The resulting oily residue was dissolved in 10 ml of ethyl acetate, and the solution was allowed to stand at room temperature. The crystals which precipitated were collected by fil... The reactants are BrC1=C(C=CC=C1)NC=C1C(OC(OC1=O)(C)C)=O (5-((2-bromophenylamino)methylene)-2,2-dimethyl-1,3-dioxane-4,6-dione), CCCCCC (hexane). The solvent is C1=CC=C(C=C1)C2=CC=CC=C2.C1=CC=C(C=C1)OC2=CC=CC=C2 (Dowtherm). Conditions: temperature 210 celsius. Product: BrC=1C=CC=C2C(C=CNC12)=O (8-bromoquinolin-4(1H)-one). Isolated yield 84.9%. As a reaction SMILES: [Br:1][C:2]1[CH:7]=[CH:6][CH:5]=[CH:4][C:3]=1[NH:8][CH:9]=[C:10]1[C:15](=[O:16])OC(C)(C)OC1=O.CCCCCC>C1C=CC(C2C=CC=CC=2)=CC=1.C1C=CC(OC2C=CC=CC=2)=CC=1>[Br:1][C:2]1[CH:7]=[CH:6][CH:5]=[C:4]2[C:3]=1[NH:8][CH:9]=[CH:10][C:15]2=[O:16] |f:2.3|. Procedure details: A suspension of 2-bromoaniline (20.9 g) and 5-(methoxymethylene)-2,2-dimethyl-1,3-dioxane-4,6-dione (22.6 g) in isopropanol (240 ml) was heated to reflux for 1 hour. After cooling, the deposit was filtrated to obtain 5-((2-bromophenylamino)methylene)-2,2-dimethyl-1,3-dioxane-4,6-dione (34.8 g). A suspension of the obtained 5-((2-bromophenylamino)methylene)-2,2-dimethyl-1,3-dioxane-4,6-dione (10.8 g) in Dowtherm (100 ml) was heated at 210° C. for 1 hour. After cooling, hexane (100 ml) was added t... Starting materials: CC#CCO, C1CCOC1, COC(=O)c1cc(-c2ccccc2)cc(CN2CCN(C)CC2)c1N(C)S(=O)(=O)c1ccc(O)cc1, CCOC(C)=O, CCOC(=O)N=NC(=O)OCC, c1ccc(P(c2ccccc2)c2ccccc2)cc1. Yields the product CC#CCOc1ccc(S(=O)(=O)N(C)c2c(CN3CCN(C)CC3)cc(-c3ccccc3)cc2C(=O)OC)cc1. RXN SMILES: [CH2:37]([C:38]#[C:39][CH3:40])[OH:41].[CH2:73]1[O:74][CH2:75][CH2:76][CH2:77]1.[CH3:1][O:2][C:3](=[O:4])[c:5]1[cH:6][c:7](-[c:31]2[cH:32][cH:33][cH:34][cH:35][cH:36]2)[cH:8][c:9]([CH2:23][N:24]2[CH2:25][CH2:26][N:27]([CH3:30])[CH2:28][CH2:29]2)[c:10]1[N:11]([CH3:12])[S:13](=[O:14])(=[O:15])[c:16]1[cH:17][cH:18][c:19]([OH:22])[cH:20][cH:21]1.[CH3:78][CH2:79][O:80][C:81](=[O:82])[CH3:83].[O:61]=[C:62]([O:63][CH2:64][CH3:65])[N:66]=[N:67][C:68]([O:69][CH2:70][CH3:71])=[O:72].[c:42]1([P:43]([c:44]2[cH:45][cH:46][cH:47][cH:48][cH:49]2)[c:50]2[cH:51][cH:52][cH:53][cH:54][cH:55]2)[cH:56][cH:57][cH:58][cH:59][cH:60]1>>[CH3:1][O:2][C:3](=[O:4])[c:5]1[cH:6][c:7](-[c:31]2[cH:32][cH:33][cH:34][cH:35][cH:36]2)[cH:8][c:9]([CH2:23][N:24]2[CH2:25][CH2:26][N:27]([CH3:30])[CH2:28][CH2:29]2)[c:10]1[N:11]([CH3:12])[S:13](=[O:14])(=[O:15])[c:16]1[cH:17][cH:18][c:19]([O:22][CH2:37][C:38]#[C:39][CH3:40])[cH:20][cH:21]1. The reactants are N1=CC(=CC=C1)C(=O)N=C=S (3-pyridinecarbonyl isothiocyanate), N1=CC(=CC=C1)C(=O)Cl (3-pyridinecarbonyl chloride), COC=1C=C2C(=CC=NC2=CC1OC)OC1=CC=C(N)C=C1 (4-[(6,7-Dimethoxy-4-quinolyl)oxy]aniline). The solvent is C(C)O (ethanol), C(C)O (ethanol), C1(=CC=CC=C1)C (toluene). Conditions: time 2 hour. Yields the product N1=CC(=CC=C1)C(=O)N=C=S (3-Pyridinecarbonyl isothiocyanate), COC=1C=C2C(=CC=NC2=CC1OC)OC1=CC=C(C=C1)NC(=S)NC(=O)C=1C=NC=CC1 (N-{4-[(6,7-Dimethoxy-4-quinolyl)oxy]phenyl}-N′-(3-pyridylcarbonyl)thiourea). Isolated yield 64.0%. RXN SMILES: N1C=CC=C(C(Cl)=O)C=1.[CH3:10][O:11][C:12]1[CH:13]=[C:14]2[C:19](=[CH:20][C:21]=1[O:22][CH3:23])[N:18]=[CH:17][CH:16]=[C:15]2[O:24][C:25]1[CH:31]=[CH:30][C:28]([NH2:29])=[CH:27][CH:26]=1.[N:32]1[CH:37]=[CH:36][CH:35]=[C:34]([C:38]([N:40]=[C:41]=[S:42])=[O:39])[CH:33]=1>C1(C)C=CC=CC=1.C(O)C>[N:32]1[CH:37]=[CH:36][CH:35]=[C:34]([C:38]([N:40]=[C:41]=[S:42])=[O:39])[CH:33]=1.[CH3:10][O:11][C:12]1[CH:13]=[C:14]2[C:19](=[CH:20][C:21]=1[O:22][CH3:23])[N:18]=[CH:17][CH:16]=[C:15]2[O:24][C:25]1[CH:31]=[CH:30][C:28]([NH:29][C:41]([NH:40][C:38]([C:34]2[CH:33]=[N:32][CH:37]=[CH:36][CH:35]=2)=[O:39])=[S:42])=[CH:27][CH:26]=1. Procedure details: 3-Pyridinecarbonyl isothiocyanate was prepared using commercially available 3-pyridinecarbonyl chloride (80 mg) as a starting compound according to the description of the literature. 4-[(6,7-Dimethoxy-4-quinolyl)oxy]aniline (50 mg) was dissolved in toluene (5 ml) and ethanol (1 ml) to prepare a solution. A solution of 3-pyridinecarbonyl isothiocyanate in ethanol (1 ml) was then added to the solution, and the mixture was stirred at room temperature for 2 hr. The reaction solution was concentrated... Starting materials: [H-].[Al+3].[Li+].[H-].[H-].[H-] (lithium aluminum hydride), O1CCCC1 (tetrahydrofuran), [H-].[Al+3].[Li+].[H-].[H-].[H-] (lithium aluminum hydride), C(C)OCC (diethyl ether), CC12CCC(CC1)(CC2)C(=O)O (4-methylbicyclo[2.2.2]oct-1-yl carboxylic acid). Run in C(C)(=O)OCC (ethyl acetate), O (water). Run at time 30 minute. Product: OCC12CCC(CC1)(CC2)C (1-(hydroxymethyl)-4-methylbicyclo[2.2.2]octane). As a reaction SMILES: [H-].[Al+3].[Li+].[H-].[H-].[H-].C(OCC)C.[CH3:12][C:13]12[CH2:20][CH2:19][C:16]([C:21](O)=[O:22])([CH2:17][CH2:18]1)[CH2:15][CH2:14]2.O1CCCC1>O.C(OCC)(=O)C>[OH:22][CH2:21][C:16]12[CH2:17][CH2:18][C:13]([CH3:12])([CH2:20][CH2:19]1)[CH2:14][CH2:15]2 |f:0.1.2.3.4.5|. Procedure: 0.0952 Mole of lithium aluminum hydride is dissolved in 200 ml. of anhydrous diethyl ether, under nitrogen, and cooled to 0° C. 0.0952 Mole of 4-methylbicyclo[2.2.2]oct-1-yl carboxylic acid in 100 ml. of tetrahydrofuran is added dropwise, then the mixture stirred for 30 minutes. Excess lithium aluminum hydride is decomposed by the cautious addition of ethyl acetate, followed by the careful addition of 10 ml. of water. The mixture is then filtered and the filtrate washed with ethyl ether, then dr... Reactants: [Mg] (Magnesium), C(=O)=O (dry ice), C(=C)Br (vinyl bromide), C1(=CC=CC=C1)C1=CC2=C(C(C3=C(CC2)C=CC=C3)=O)C=C1 (2-phenyl-10,11-dihydro-dibenzo[a,d]cyclohepten-5-one), ice, solution, [Cl-].[NH4+] (ammonium chloride), II (iodine), BrCCBr (1,2-dibromoethane), C(=C)Br (vinyl bromide). Run in O1CCCC1 (tetrahydrofuran), O1CCCC1 (tetrahydrofuran). Run at temperature 35 celsius. Yields the product C1(=CC=CC=C1)C1=CC2=C(C(C3=C(CC2)C=CC=C3)(O)C=C)C=C1 (2-phenyl-5-vinyl-10,11 dihydro-5H-dibenzo[a,d]cyclohepten-5-ol). Yield: 86.0%. As a reaction SMILES: [Mg].II.Br[CH2:5][CH2:6]Br.C(Br)=C.C(=O)=O.[C:14]1([C:20]2[CH:35]=[CH:34][C:23]3[C:24](=[O:33])[C:25]4[CH:32]=[CH:31][CH:30]=[CH:29][C:26]=4[CH2:27][CH2:28][C:22]=3[CH:21]=2)[CH:19]=[CH:18][CH:17]=[CH:16][CH:15]=1.[Cl-].[NH4+]>O1CCCC1>[C:14]1([C:20]2[CH:35]=[CH:34][C:23]3[C:24]([CH:5]=[CH2:6])([OH:33])[C:25]4[CH:32]=[CH:31][CH:30]=[CH:29][C:26]=4[CH2:27][CH2:28][C:22]=3[CH:21]=2)[CH:15]=[CH:16][CH:17]=[CH:18][CH:19]=1 |f:6.7|. Procedure details: Magnesium turnings (0.45 g, 18.5 mmol) under tetrahydrofuran (5 mL) was activated with grain of iodine and with 1,2-dibromoethane (0.25 mL) and after the reaction was over, a solution of vinyl bromide (2.0 g, 18.5 mmol) in tetrahydrofuran (30 mL) was added (dry ice condenser, nitrogen atmosphere). The reaction start immediately and the remaining part of the vinyl bromide solution was added dropwise under stirring at such a rate as to maintain the mixture under reflux (30 min). The mixture was st... Reactants: O=C([O-])O, CO, Cl, O=C1CCC(c2ccccc2)(N2CCC2)CC1, NO, [Na+], O. The product is ON=C1CCC(c2ccccc2)(N2CCC2)CC1. As a reaction SMILES: [C:18](=[O:19])([O-:20])[OH:21].[CH3:26][OH:27].[ClH:23].[N:1]1([C:5]2([c:12]3[cH:13][cH:14][cH:15][cH:16][cH:17]3)[CH2:6][CH2:7][C:8](=[O:11])[CH2:9][CH2:10]2)[CH2:2][CH2:3][CH2:4]1.[NH2:24][OH:25].[Na+:22].[OH2:28]>>[N:1]1([C:5]2([c:12]3[cH:13][cH:14][cH:15][cH:16][cH:17]3)[CH2:6][CH2:7][C:8](=[N:24][OH:25])[CH2:9][CH2:10]2)[CH2:2][CH2:3][CH2:4]1. Starting materials: C(#C)C=1C=NN2C1N=C(C=C2C(F)(F)F)C2=CC=C(C=C2)C(F)(F)F (3-ethynyl-7-trifluoromethyl-5-(4-trifluoromethyl-phenyl)-pyrazolo[1,5-a]pyrimidine), BrC=1C=CC(=C(C1)S(=O)(=O)NCCO)C (5-Bromo-N-(2-hydroxy-ethyl)-2-methyl-benzenesulfonamide). Yields the product OCCNS(=O)(=O)C1=C(C=CC(=C1)C#CC=1C=NN2C1N=C(C=C2C(F)(F)F)C2=CC=C(C=C2)C(F)(F)F)C (N-(2-Hydroxy-ethyl)-2-methyl-5-[7-trifluoromethyl-5-(4-trifluoromethyl-phenyl)-pyrazolo[1,5-a]pyrimidin-3-ylethynyl]-benzenesulfonamide), solid. Yield: 25.0%. As a reaction SMILES: [C:1]([C:3]1[CH:4]=[N:5][N:6]2[C:11]([C:12]([F:15])([F:14])[F:13])=[CH:10][C:9]([C:16]3[CH:21]=[CH:20][C:19]([C:22]([F:25])([F:24])[F:23])=[CH:18][CH:17]=3)=[N:8][C:7]=12)#[CH:2].Br[C:27]1[CH:28]=[CH:29][C:30]([CH3:40])=[C:31]([S:33]([NH:36][CH2:37][CH2:38][OH:39])(=[O:35])=[O:34])[CH:32]=1>>[OH:39][CH2:38][CH2:37][NH:36][S:33]([C:31]1[CH:32]=[C:27]([C:2]#[C:1][C:3]2[CH:4]=[N:5][N:6]3[C:11]([C:12]([F:14])([F:13])[F:15])=[CH:10][C:9]([C:16]4[CH:21]=[CH:20][C:19]([C:22]([F:25])([F:24])[F:23])=[CH:18][CH:17]=4)=[N:8][C:7]=23)[CH:28]=[CH:29][C:30]=1[CH3:40])(=[O:35])=[O:34]. Reported procedure: The title compound was prepared from 3-ethynyl-7-trifluoromethyl-5-(4-trifluoromethyl-phenyl)-pyrazolo[1,5-a]pyrimidine (example C.1) (150 mg, 0.9 mmol) and 5-Bromo-N-(2-hydroxy-ethyl)-2-methyl-benzenesulfonamide (example B.17) (129 mg, 1.0 mmol) according to general procedure II. Obtained as an orange solid (59 mg, 25%). MS (ISP) 569.2 [(M+H)+]; mp 174-175° C. The reactants are C(O)([O-])=O.[Na+] (sodium hydrogen carbonate), [H-].[Na+] (sodium hydride), CI (methyl iodide), C(C)OC(=O)N1[C@@H](C[C@@H](C2=NC(=CC=C12)OC)NC1=NC=C(C(=N1)CC1=CC(=CC(=C1)C(F)(F)F)C(F)(F)F)CO)CC ((2R*,4S*)-4-{[3,5-Bis(trifluoromethyl)benzyl]-(5-hydroxymethylpyrimidin-2-yl)}amino-2-ethyl-6-methoxy-3,4-dihydro-2H-[1,5]naphthyridine-1-carboxylic acid ethyl ester). Run in O1CCCC1 (tetrahydrofuran). Reaction conditions: time 30 minute. The product is C(C)OC(=O)N1[C@@H](C[C@@H](C2=NC(=CC=C12)OC)NC1=NC=C(C(=N1)CC1=CC(=CC(=C1)C(F)(F)F)C(F)(F)F)COC)CC ((2R*,4S*)-4-{[3,5-bis(trifluoromethyl)benzyl]-(5-methoxymethylpyrimidin-2-yl)}amino-2-ethyl-6-methoxy-3,4-dihydro-2H-[1,5]naphthyridine-1-carboxylic acid ethyl ester). As a reaction SMILES: [CH2:1]([O:3][C:4]([N:6]1[C:15]2[C:10](=[N:11][C:12]([O:16][CH3:17])=[CH:13][CH:14]=2)[C@@H:9]([NH:18][C:19]2[N:24]=[C:23]([CH2:25][C:26]3[CH:31]=[C:30]([C:32]([F:35])([F:34])[F:33])[CH:29]=[C:28]([C:36]([F:39])([F:38])[F:37])[CH:27]=3)[C:22]([CH2:40][OH:41])=[CH:21][N:20]=2)[CH2:8][C@H:7]1[CH2:42][CH3:43])=[O:5])[CH3:2].[H-].[Na+].CI.[C:48](=O)([O-])O.[Na+]>O1CCCC1>[CH2:1]([O:3][C:4]([N:6]1[C:15]2[C:10](=[N:11][C:12]([O:16][CH3:17])=[CH:13][CH:14]=2)[C@@H:9]([NH:18][C:19]2[N:24]=[C:23]([CH2:25][C:26]3[CH:27]=[C:28]([C:36]([F:37])([F:38])[F:39])[CH:29]=[C:30]([C:32]([F:35])([F:33])[F:34])[CH:31]=3)[C:22]([CH2:40][O:41][CH3:48])=[CH:21][N:20]=2)[CH2:8][C@H:7]1[CH2:42][CH3:43])=[O:5])[CH3:2] |f:1.2,4.5|. Procedure: (2R*,4S*)-4-{[3,5-Bis(trifluoromethyl)benzyl]-(5-hydroxymethylpyrimidin-2-yl)}amino-2-ethyl-6-methoxy-3,4-dihydro-2H-[1,5]naphthyridine-1-carboxylic acid ethyl ester (150 mg) is dissolved in tetrahydrofuran (4 ml), then thereto are added sodium hydride (12 mg) and methyl iodide (0.02 ml) under ice-cooling, and the mixture is stirred at room temperature for 3 hours and 30 minutes. A saturated aqueous sodium hydrogen carbonate solution is added to the reaction solution and the mixture is extracted...